Dataset: the Open Reaction Database (ORD), a public repository of structured organic reaction records. Task: describe an organic reaction: reactants, conditions, products, and yield RXN SMILES: [CH3:1][N:2]([CH2:11][CH:12]([C:19]1[CH:24]=[CH:23][CH:22]=[CH:21][CH:20]=1)[CH2:13][CH2:14]S(C)(=O)=O)[C:3](=[O:10])[C:4]1[CH:9]=[CH:8][CH:7]=[CH:6][CH:5]=1.[O:25]1[CH:29]=[CH:28][CH:27]=[C:26]1[CH2:30][N:31]1[C:35]2[CH:36]=[CH:37][CH:38]=[CH:39][C:34]=2[N:33]=[C:32]1[C:40]([CH:42]1[CH2:47][CH2:46][NH:45][CH2:44][CH2:43]1)=[O:41]>>[CH3:1][N:2]([CH2:11][CH:12]([C:19]1[CH:24]=[CH:23][CH:22]=[CH:21][CH:20]=1)[CH2:13][CH2:14][N:45]1[CH2:46][CH2:47][CH:42]([C:40]([C:32]2[N:31]([CH2:30][C:26]3[O:25][CH:29]=[CH:28][CH:27]=3)[C:35]3[CH:36]=[CH:37][CH:38]=[CH:39][C:34]=3[N:33]=2)=[O:41])[CH2:43][CH2:44]1)[C:3](=[O:10])[C:4]1[CH:9]=[CH:8][CH:7]=[CH:6][CH:5]=1. Product: CN(C(C1=CC=CC=C1)=O)CC(CCN1CCC(CC1)C(=O)C1=NC2=C(N1CC=1OC=CC1)C=CC=C2)C2=CC=CC=C2 (N-Methyl-N-(4-(4-(1-(fur-2-ylmethyl)-1H-benzimidazole-2-carbonyl)piperidin-1-yl)-2-phenylbutyl)benzamide). Procedure: Prepare by the method of Example 1.7 using N-methyl-N-(2-phenyl-4-methanesulfonylbutyl)benzamide and 4-(1-(fur-2-ylmethyl)-1H-benzimidazole-2-carbonyl)piperidine to give the title compound. Starting materials: CN(C(C1=CC=CC=C1)=O)CC(CCS(=O)(=O)C)C1=CC=CC=C1 (N-methyl-N-(2-phenyl-4-methanesulfonylbutyl)benzamide), O1C(=CC=C1)CN1C(=NC2=C1C=CC=C2)C(=O)C2CCNCC2 (4-(1-(fur-2-ylmethyl)-1H-benzimidazole-2-carbonyl)piperidine). Reactants: C(C1=CC=CC=C1)OC=1C(=NC=CC1)NN (3-(benzyloxy)-2-hydrazinylpyridine), C(C)OC(OCC)OCC (triethoxymethane). Conditions: time 8 hour. Product: C(C1=CC=CC=C1)OC=1C=2N(C=CC1)C=NN2 (8-(benzyloxy)-[1,2,4]triazolo[4,3-a]pyridine). The yield is 76.8%. Reaction SMILES: [CH2:1]([O:8][C:9]1[C:10]([NH:15][NH2:16])=[N:11][CH:12]=[CH:13][CH:14]=1)[C:2]1[CH:7]=[CH:6][CH:5]=[CH:4][CH:3]=1.[CH2:17](OC(OCC)OCC)C>>[CH2:1]([O:8][C:9]1[C:10]2[N:11]([CH:17]=[N:16][N:15]=2)[CH:12]=[CH:13][CH:14]=1)[C:2]1[CH:3]=[CH:4][CH:5]=[CH:6][CH:7]=1. Reported procedure: A flask was charged with 3-(benzyloxy)-2-hydrazinylpyridine (10.0 g, 46.5 mmol) and triethoxymethane (77.3 ml, 465 mmol). The mixture was heated at reflux for 1 hour and then stirred overnight at ambient temperature. The solids were filtered and rinsed with EtOH and dried on high vacuum to afford 8-(benzyloxy)-[1,2,4]triazolo[4,3-a]pyridine (8.05 g, 35.7 mmol, 76% yield).